This data is from the Open Reaction Database (ORD), a public repository of structured organic reaction records. The task is: describe an organic reaction: reactants, conditions, products, and yield The yield is 85.3%. Solvent: C(=S)=S (carbon disulfide). Reported procedure: To a solution of 74.08 g (0.50 mole) 2-chromanone in 150 ml carbon disulfide at 0° C. was added dropwise over 15 minutes, 79.91 g (0.50 mole) bromine. Stirring was continued at 0° C. for ten minutes and at room temperature for 2 days. The resulting mixture was filtered, the crystals air dried to afford 96.8 g (85%) of colorless material, m.p. 103°-105° C. (2 crops). As a reaction SMILES: [O:1]1[C:10]2[C:5](=[CH:6][CH:7]=[CH:8][CH:9]=2)[CH2:4][CH2:3][C:2]1=[O:11].[Br:12]Br>C(=S)=S>[Br:12][C:7]1[CH:6]=[C:5]2[C:10](=[CH:9][CH:8]=1)[O:1][C:2](=[O:11])[CH2:3][CH2:4]2. The reactants are O1C(CCC2=CC=CC=C12)=O (2-chromanone), BrBr (bromine). Run at time 2 day. Product: BrC=1C=C2CCC(OC2=CC1)=O (6-Bromo-2-chromanone). The reactants are C(C1=CC=CC=C1)OC1=CC=C(C=C1)[C@@H]1CC[C@H](CC1)N (trans 4-(4-benzyloxy-phenyl)-cyclohexyl-amine), O1C(CC2=CC=CC=C2)C1 (2,3-epoxypropyl-benzene), O1C(CC2=CC=CC=C2)C1 (2,3-epoxypropyl-benzene). Solvent: CO (MeOH). Run at time 2 day. The product is C(C1=CC=CC=C1)OC1=CC=C(C=C1)[C@H]1CC[C@H](CC1)NCC(CC1=CC=CC=C1)O ((RS)-1-[cis-4-(4-benzyloxy-phenyl)-cyclohexylamino]-3-phenyl-propan-2-ol), C(C1=CC=CC=C1)OC1=CC=C(C=C1)[C@@H]1CC[C@H](CC1)NCC(CC1=CC=CC=C1)O ((RS)-1-[trans-4-(4-benzyloxy-phenyl)-cyclohexylamino]-3-phenyl-propan-2-ol). Reaction SMILES: [CH2:1]([O:8][C:9]1[CH:14]=[CH:13][C:12]([C@H:15]2[CH2:20][CH2:19][C@H:18]([NH2:21])[CH2:17][CH2:16]2)=[CH:11][CH:10]=1)[C:2]1[CH:7]=[CH:6][CH:5]=[CH:4][CH:3]=1.[O:22]1[CH2:31][CH:23]1[CH2:24][C:25]1[CH:30]=[CH:29][CH:28]=[CH:27][CH:26]=1>CO>[CH2:1]([O:8][C:9]1[CH:10]=[CH:11][C:12]([C@@H:15]2[CH2:20][CH2:19][C@H:18]([NH:21][CH2:31][CH:23]([OH:22])[CH2:24][C:25]3[CH:30]=[CH:29][CH:28]=[CH:27][CH:26]=3)[CH2:17][CH2:16]2)=[CH:13][CH:14]=1)[C:2]1[CH:3]=[CH:4][CH:5]=[CH:6][CH:7]=1.[CH2:1]([O:8][C:9]1[CH:10]=[CH:11][C:12]([C@H:15]2[CH2:20][CH2:19][C@H:18]([NH:21][CH2:31][CH:23]([OH:22])[CH2:24][C:25]3[CH:30]=[CH:29][CH:28]=[CH:27][CH:26]=3)[CH2:17][CH2:16]2)=[CH:13][CH:14]=1)[C:2]1[CH:3]=[CH:4][CH:5]=[CH:6][CH:7]=1. Procedure details: A mixture of cis and trans 4-(4-benzyloxy-phenyl)-cyclohexyl-amine (preparation see under 43a, 1.0 g, 3.55 mmol), MeOH (100 ml) and 2,3-epoxypropyl-benzene (480 mg, 3.55 mmol) was refluxed for 3 days. Another portion of and 2,3-epoxypropyl-benzene (480 mg, 3.55 mmol) was added and stirring was continued for 2 days. The solvent was evaporated and the residue was purified by chromatography (SiO2, AcOEt-hexane 1:1) to give (RS)-1-[cis-4-(4-benzyloxy-phenyl)-cyclohexylamino]-3-phenyl-propan-2-ol (43...